Dataset: the Open Reaction Database (ORD), a public repository of structured organic reaction records. Task: describe an organic reaction: reactants, conditions, products, and yield Reactants: CCOC(=O)c1ccc(C(=O)NCc2ccc(Cl)c(Cl)c2)s1, COC(=O)c1ccc(C(=O)NCc2ccc(Cl)c(Cl)c2)cn1. Product: O=C(NCc1ccc(Cl)c(Cl)c1)c1ccc(C(=O)O)nc1. RXN SMILES: [CH2:23]([O:24][C:25]([c:26]1[s:27][c:28]([C:29](=[O:30])[NH:31][CH2:32][c:33]2[cH:34][cH:35][c:36]([Cl:37])[c:38]([Cl:39])[cH:40]2)[cH:41][cH:42]1)=[O:43])[CH3:44].[CH3:1][O:2][C:3](=[O:4])[c:5]1[n:6][cH:7][c:8]([C:11]([NH:12][CH2:13][c:14]2[cH:15][c:16]([Cl:21])[c:17]([Cl:20])[cH:18][cH:19]2)=[O:22])[cH:9][cH:10]1>>[O:2]=[C:3]([OH:4])[c:5]1[n:6][cH:7][c:8]([C:11]([NH:12][CH2:13][c:14]2[cH:15][c:16]([Cl:21])[c:17]([Cl:20])[cH:18][cH:19]2)=[O:22])[cH:9][cH:10]1. Starting materials: OC1=CC(=CC2=C1C(CC1(CCCCC1)S2)=O)O (5,7-dihydroxy-spiro [2H-1-benzothiine-2,1'-cyclohexan]-4(3H)-one), BrCC(=O)OCC (ethyl bromoacetate), C([O-])([O-])=O.[K+].[K+] (potassium carbonate). Solvent: C(C)#N (acetonitrile). Conditions: time 8 hour. The product is OC1=CC(=CC2=C1C(CC1(CCCCC1)S2)=O)OCC(=O)OCC (ethyl 2-{(5-hydroxy-3,4-dihydro-4-oxospiro[2H-1-benzothiine-2,1'-cyclohexan]-7-yl)oxy}acetate). Yield: 91.4%. RXN SMILES: [OH:1][C:2]1[C:7]2[C:8](=[O:17])[CH2:9][C:10]3([S:16][C:6]=2[CH:5]=[C:4]([OH:18])[CH:3]=1)[CH2:15][CH2:14][CH2:13][CH2:12][CH2:11]3.Br[CH2:20][C:21]([O:23][CH2:24][CH3:25])=[O:22].C(=O)([O-])[O-].[K+].[K+]>C(#N)C>[OH:1][C:2]1[C:7]2[C:8](=[O:17])[CH2:9][C:10]3([S:16][C:6]=2[CH:5]=[C:4]([O:18][CH2:20][C:21]([O:23][CH2:24][CH3:25])=[O:22])[CH:3]=1)[CH2:15][CH2:14][CH2:13][CH2:12][CH2:11]3 |f:2.3.4|. Procedure: A mixture of 5,7-dihydroxy-spiro [2H-1-benzothiine-2,1'-cyclohexan]-4(3H)-one (prepared in Preparation 79) (0.47 g, 1.78 mmol ), ethyl bromoacetate (0.297 g, 1.78 mmol), anhydrous potassium carbonate (0.368 g, 2.67 mmol), and dry acetonitrile (5 ml) is stirred overnight at room temperature. The mixture is stirred at 35° C. for additional 5 hours. The reaction mixture is filtered to remove inorganic materials. The solvent is removed by distillation from the filtrate. The residue is placed on a si... Yields the product Cl, NC1CCN(c2ncccc2[N+](=O)[O-])CC1. Reactants: Cl, CC(C)(C)OC(=O)NC1CCN(c2ncccc2[N+](=O)[O-])CC1, C1COCCO1. RXN SMILES: [ClH:1].[N+:2](=[O:3])([O-:4])[c:5]1[c:6]([N:11]2[CH2:12][CH2:13][CH:14]([NH:17][C:18](=[O:19])[O:20][C:21]([CH3:22])([CH3:23])[CH3:24])[CH2:15][CH2:16]2)[n:7][cH:8][cH:9][cH:10]1.[O:25]1[CH2:26][CH2:27][O:28][CH2:29][CH2:30]1>>[ClH:1].[N+:2](=[O:3])([O-:4])[c:5]1[c:6]([N:11]2[CH2:12][CH2:13][CH:14]([NH2:17])[CH2:15][CH2:16]2)[n:7][cH:8][cH:9][cH:10]1. Starting materials: Cc1cc(Nc2ncnc3ccc(C=O)cc23)ccc1Oc1ccccc1, CC(C)O, ClCCl, NN. Yields the product Cc1cc(Nc2ncnc3ccc(C=NN)cc23)ccc1Oc1ccccc1. RXN SMILES: [CH3:3][c:4]1[cH:5][c:6]([NH:17][c:18]2[n:19][cH:20][n:21][c:22]3[cH:23][cH:24][c:25]([CH:28]=[O:29])[cH:26][c:27]23)[cH:7][cH:8][c:9]1[O:10][c:11]1[cH:12][cH:13][cH:14][cH:15][cH:16]1.[CH:33]([OH:34])([CH3:35])[CH3:36].[Cl:30][CH2:31][Cl:32].[NH2:1][NH2:2]>>[N:1]([NH2:2])=[CH:28][c:25]1[cH:24][cH:23][c:22]2[n:21][cH:20][n:19][c:18]([NH:17][c:6]3[cH:5][c:4]([CH3:3])[c:9]([O:10][c:11]4[cH:12][cH:13][cH:14][cH:15][cH:16]4)[cH:8][cH:7]3)[c:27]2[cH:26]1. Starting materials: CC(=O)Nc1ccc(S)cc1, O=C([O-])[O-], Cc1cc([N+](=O)[O-])c(Cl)cc1O, CCOC(C)=O, [Cs+], [Cs+], CN(C)C=O. The product is CC(=O)Nc1ccc(Sc2cc(O)c(C)cc2[N+](=O)[O-])cc1. As a reaction SMILES: [C:13]([CH3:14])(=[O:15])[NH:16][c:17]1[cH:18][cH:19][c:20]([SH:23])[cH:21][cH:22]1.[C:24](=[O:25])([O-:26])[O-:27].[CH3:1][c:2]1[c:3]([OH:12])[cH:4][c:5]([Cl:11])[c:6]([N+:8](=[O:9])[O-:10])[cH:7]1.[CH3:35][CH2:36][O:37][C:38](=[O:39])[CH3:40].[Cs+:28].[Cs+:29].[O:30]=[CH:31][N:32]([CH3:33])[CH3:34]>>[CH3:1][c:2]1[c:3]([OH:12])[cH:4][c:5]([S:23][c:20]2[cH:19][cH:18][c:17]([NH:16][C:13]([CH3:14])=[O:15])[cH:22][cH:21]2)[c:6]([N+:8](=[O:9])[O-:10])[cH:7]1. Reactants: Cc1ccc(S(=O)(=O)OCC2Cc3cc(Cl)cc(-c4cc(Cl)ccc4Cl)c3O2)cc1, CN, Cl. Reaction SMILES: [CH3:2][c:3]1[cH:4][cH:5][c:6]([S:7]([O:8][CH2:13][CH:14]2[O:15][c:16]3[c:17]([cH:19][c:20]([Cl:31])[cH:21][c:22]3-[c:23]3[c:24]([Cl:30])[cH:25][cH:26][c:27]([Cl:29])[cH:28]3)[CH2:18]2)(=[O:9])=[O:10])[cH:11][cH:12]1.[CH3:32][NH2:33].[ClH:1]>>[CH2:13]([CH:14]1[O:15][c:16]2[c:17]([cH:19][c:20]([Cl:31])[cH:21][c:22]2-[c:23]2[c:24]([Cl:30])[cH:25][cH:26][c:27]([Cl:29])[cH:28]2)[CH2:18]1)[NH:33][CH3:32]. The product is CNCC1Cc2cc(Cl)cc(-c3cc(Cl)ccc3Cl)c2O1. Reactants: CCc1n[nH]c2cc(C(=O)OC)ccc12, BrCCCCCCOCCCCc1ccccc1. Yields the product CCc1nn(CCCCCCOCCCCc2ccccc2)c2cc(C(=O)OC)ccc12. Reaction SMILES: [CH3:1][O:2][C:3](=[O:4])[c:5]1[cH:6][cH:7][c:8]2[c:9]([CH2:14][CH3:15])[n:10][nH:11][c:12]2[cH:13]1.[c:16]1([CH2:22][CH2:23][CH2:24][CH2:25][O:26][CH2:27][CH2:28][CH2:29][CH2:30][CH2:31][CH2:32][Br:33])[cH:17][cH:18][cH:19][cH:20][cH:21]1>>[CH3:1][O:2][C:3](=[O:4])[c:5]1[cH:6][cH:7][c:8]2[c:9]([CH2:14][CH3:15])[n:10][n:11]([CH2:32][CH2:31][CH2:30][CH2:29][CH2:28][CH2:27][O:26][CH2:25][CH2:24][CH2:23][CH2:22][c:16]3[cH:17][cH:18][cH:19][cH:20][cH:21]3)[c:12]2[cH:13]1.